Dataset: the Open Reaction Database (ORD), a public repository of structured organic reaction records. Task: describe an organic reaction: reactants, conditions, products, and yield Starting materials: ClCc1ccc(Cl)c(Cl)c1, [I-], [K+], [K+], [K+], O=C([O-])[O-], CN(C)C=O, O, CC(=O)c1cccc(O)c1. Yields the product CC(=O)c1cccc(OCc2ccc(Cl)c(Cl)c2)c1. Reaction SMILES: [Cl:17][c:18]1[cH:19][c:20]([CH2:21][Cl:22])[cH:23][cH:24][c:25]1[Cl:26].[I-:28].[K+:11].[K+:12].[K+:27].[O-:13][C:14]([O-:15])=[O:16].[O:29]=[CH:30][N:31]([CH3:32])[CH3:33].[OH2:34].[OH:1][c:2]1[cH:3][c:4]([C:8]([CH3:9])=[O:10])[cH:5][cH:6][cH:7]1>>[O:1]([c:2]1[cH:3][c:4]([C:8]([CH3:9])=[O:10])[cH:5][cH:6][cH:7]1)[CH2:21][c:20]1[cH:19][c:18]([Cl:17])[c:25]([Cl:26])[cH:24][cH:23]1. Reactants: [N+](=O)([O-])C1=C(C=CC=C1)O (2-Nitrophenol), COCCCBr (3-bromopropyl methyl ether), C([O-])([O-])=O.[K+].[K+] (potassium carbonate). Solvent: CC(=O)C (acetone). Product: COC(COC1=C(C=CC=C1)[N+](=O)[O-])C (2-methoxypropoxynitrobenzene). As a reaction SMILES: [N+:1]([C:4]1[CH:9]=[CH:8][CH:7]=[CH:6][C:5]=1[OH:10])([O-:3])=[O:2].[CH3:11][O:12][CH2:13][CH2:14]CBr.[C:17](=O)([O-])[O-].[K+].[K+]>CC(C)=O>[CH3:11][O:12][CH:13]([CH3:14])[CH2:17][O:10][C:5]1[CH:6]=[CH:7][CH:8]=[CH:9][C:4]=1[N+:1]([O-:3])=[O:2] |f:2.3.4|. Procedure details: 2-Nitrophenol, 3-bromopropyl methyl ether, anhydrous potassium carbonate and acetone were reacted according to the procedure outlined in Example 1 to yield 2-methoxypropoxynitrobenzene, which was reduced to the corresponding aniline. The aniline was isolated by vacuum distillation.